Dataset: the Open Reaction Database (ORD), a public repository of structured organic reaction records. Task: describe an organic reaction: reactants, conditions, products, and yield The reactants are C1(CCCCC1)C[C@@H]1NC(OC1CC=1N(C=CN1)C)=O (4(S)-cyclohexylmethyl-5(R,S)-(1-methylimidazol-2-yl-methyl)-1,3-oxazolidin-2-one). Run in [Li+].[OH-] (LiOH), CO.O (MeOH H2O), O (water). Yields the product C1(CCCCC1)C[C@@H](C(CC=1N(C=CN1)C)O)N (1(S)-cyclohexylmethyl-2(R,S)-hydroxy-3-(1-methylimidazol-2-yl)propylamine). Reaction SMILES: [CH:1]1([CH2:7][C@H:8]2[CH:12]([CH2:13][C:14]3[N:15]([CH3:19])[CH:16]=[CH:17][N:18]=3)[O:11]C(=O)[NH:9]2)[CH2:6][CH2:5][CH2:4][CH2:3][CH2:2]1>[Li+].[OH-].CO.O.O>[CH:1]1([CH2:7][C@H:8]([NH2:9])[CH:12]([OH:11])[CH2:13][C:14]2[N:15]([CH3:19])[CH:16]=[CH:17][N:18]=2)[CH2:6][CH2:5][CH2:4][CH2:3][CH2:2]1 |f:1.2,3.4|. Procedure: 790 mg of 4(S)-cyclohexylmethyl-5(R,S)-(1-methylimidazol-2-yl-methyl)-1,3-oxazolidin-2-one are dissolved in 33 ml of 2N LiOH in MeOH/H2O 1:1; and the solution is heated under reflux for 3 h, then diluted with 150 ml of water and extracted 3 times with 50 ml of CH2Cl2. Drying with Na2SO4 and concentration in vacuo results in the title compound as colorless oil which is used further without purification. Reactants: Cl.C(C1=CC=CC=C1)N1CC2CCC(C1)N2C(C(F)(F)F)=O (3-benzyl-8-trifluoroacetyl-3,8-diazabicyclo-(3.2.1)octane hydrochloride), [H][H] (hydrogen). Reagents/catalysts: [Pd] (Pd/C). Solvent: CO (methanol). The product is FC(C(=O)N1C2CNCC1CC2)(F)F (8-TRIFLUOROACETYL-3,8-DIAZABICYCLO(3.2.1)OCTANE). As a reaction SMILES: Cl.C([N:9]1[CH2:15][CH:14]2[N:16]([C:17](=[O:22])[C:18]([F:21])([F:20])[F:19])[CH:11]([CH2:12][CH2:13]2)[CH2:10]1)C1C=CC=CC=1.[H][H]>CO.[Pd]>[F:21][C:18]([F:19])([F:20])[C:17]([N:16]1[CH:11]2[CH2:12][CH2:13][CH:14]1[CH2:15][NH:9][CH2:10]2)=[O:22] |f:0.1|. Procedure details: A solution of the 3-benzyl-8-trifluoroacetyl-3,8-diazabicyclo-(3.2.1)octane hydrochloride in 50 mL of methanol was hydrogenated at atmospheric pressure in the presence of 10% Pd/C (0.5 g) until the theoretical quantity of hydrogen was absorbed. The mixture was filtered and the filtrate was evaporated to dryness to yield 1.08 g of titled compound as a white solid. MP 224° C. (dec). Reactants: CC#N, COc1cc(C(=O)C(F)(F)F)ccc1OCCCCl, Fc1ccc2c(C3CCNCC3)noc2c1, O. Product: COc1cc(C(=O)C(F)(F)F)ccc1OCCCN1CCC(c2noc3cc(F)ccc23)CC1. As a reaction SMILES: [CH3:36][C:37]#[N:38].[Cl:17][CH2:18][CH2:19][CH2:20][O:21][c:22]1[c:23]([O:34][CH3:35])[cH:24][c:25]([C:28]([C:29]([F:30])([F:31])[F:32])=[O:33])[cH:26][cH:27]1.[F:1][c:2]1[cH:3][c:4]2[c:5]([c:6]([CH:9]3[CH2:10][CH2:11][NH:12][CH2:13][CH2:14]3)[n:7][o:8]2)[cH:15][cH:16]1.[OH2:39]>>[F:1][c:2]1[cH:3][c:4]2[c:5]([c:6]([CH:9]3[CH2:10][CH2:11][N:12]([CH2:18][CH2:19][CH2:20][O:21][c:22]4[c:23]([O:34][CH3:35])[cH:24][c:25]([C:28]([C:29]([F:30])([F:31])[F:32])=[O:33])[cH:26][cH:27]4)[CH2:13][CH2:14]3)[n:7][o:8]2)[cH:15][cH:16]1. The reactants are [H-].[Al+3].[Li+].[H-].[H-].[H-] (Lithium aluminum hydride), NC1=NC=2C=C(C=CC2C2=C1N=C(N2CC(C)(C)O)COCC)CCC(=O)OCC (ethyl 3-[4-amino-2-(ethoxymethyl)-1-(2-hydroxy-2-methylpropyl)-1H-imidazo[4,5-c]quinolin-7-yl]propanoate), [H-].[Al+3].[Li+].[H-].[H-].[H-] (lithium aluminum hydride). The solvent is O1CCCC1 (tetrahydrofuran). The product is NC1=NC=2C=C(C=CC2C2=C1N=C(N2CC(C)(C)O)COCC)CCCO (3-[4-amino-2-(ethoxymethyl)-1-(2-hydroxy-2-methylpropyl)-1H-imidazo[4,5-c]quinolin-7-yl]propan-1-ol). Isolated yield 89.5%. Reaction SMILES: [NH2:1][C:2]1[C:11]2[N:12]=[C:13]([CH2:20][O:21][CH2:22][CH3:23])[N:14]([CH2:15][C:16]([OH:19])([CH3:18])[CH3:17])[C:10]=2[C:9]2[CH:8]=[CH:7][C:6]([CH2:24][CH2:25][C:26](OCC)=[O:27])=[CH:5][C:4]=2[N:3]=1.[H-].[Al+3].[Li+].[H-].[H-].[H-]>O1CCCC1>[NH2:1][C:2]1[C:11]2[N:12]=[C:13]([CH2:20][O:21][CH2:22][CH3:23])[N:14]([CH2:15][C:16]([OH:19])([CH3:17])[CH3:18])[C:10]=2[C:9]2[CH:8]=[CH:7][C:6]([CH2:24][CH2:25][CH2:26][OH:27])=[CH:5][C:4]=2[N:3]=1 |f:1.2.3.4.5.6|. Procedure: A round bottom flask, equipped with a stir bar, was charged with ethyl 3-[4-amino-2-(ethoxymethyl)-1-(2-hydroxy-2-methylpropyl)-1H-imidazo[4,5-c]quinolin-7-yl]propanoate (1.0 g, 2.4 mmol) and anhydrous tetrahydrofuran (20 mL). The reaction mixture was cooled in an ice bath. Lithium aluminum hydride (92 mg, 2.4 mmol) was added in one portion. After 2 hours additional lithium aluminum hydride (92 mg, 2.4 mmol) was added in one portion. The ice bath was removed and the reaction mixture was allowed ... Starting materials: COC(C(CC(=C)C)C1=CC(=NC(=C1)C1=CC=C(C=C1)C(F)(F)F)C1=CC=C(C=C1)F)=O (2-[2-(4-fluoro-phenyl)-6-(4-trifluoromethyl-phenyl)-pyridin-4-yl]-4-methyl-pent-4-enoic acid methyl ester). Reagents/catalysts: [Pd] (Pd/C). Run in CO (methanol). Product: COC(C(CC(C)C)C1=CC(=NC(=C1)C1=CC=C(C=C1)C(F)(F)F)C1=CC=C(C=C1)F)=O (2-[2-(4-Fluoro-phenyl)-6-(4-trifluoromethyl-phenyl)-pyridin-4-yl]-4-methyl-pentanoic acid methyl ester). The yield is 99.8%. As a reaction SMILES: [CH3:1][O:2][C:3](=[O:32])[CH:4]([C:9]1[CH:14]=[C:13]([C:15]2[CH:20]=[CH:19][C:18]([C:21]([F:24])([F:23])[F:22])=[CH:17][CH:16]=2)[N:12]=[C:11]([C:25]2[CH:30]=[CH:29][C:28]([F:31])=[CH:27][CH:26]=2)[CH:10]=1)[CH2:5][C:6]([CH3:8])=[CH2:7]>CO.[Pd]>[CH3:1][O:2][C:3](=[O:32])[CH:4]([C:9]1[CH:14]=[C:13]([C:15]2[CH:16]=[CH:17][C:18]([C:21]([F:23])([F:22])[F:24])=[CH:19][CH:20]=2)[N:12]=[C:11]([C:25]2[CH:30]=[CH:29][C:28]([F:31])=[CH:27][CH:26]=2)[CH:10]=1)[CH2:5][CH:6]([CH3:8])[CH3:7]. Procedure details: A solution of 2-[2-(4-fluoro-phenyl)-6-(4-trifluoromethyl-phenyl)-pyridin-4-yl]-4-methyl-pent-4-enoic acid methyl ester (80 mg, 0.18 mmol), Pd/C (10%, 10 mg) in methanol (10 mL) was hydrogenated for 4 h. The mixture was filtered through Celite, washed with methanol, and evaporated. The residue was dissolved in CH2Cl2, filtered and evaporated to give the product as a colorless oil (80 mg, 100%). 1H NMR (300 MHz, CDCl3) δ 8.23 (d, J=8.29 Hz, 2H), 8.08-8.18 (m, 2H), 7.75 (d, J=8.29 Hz, 2H), 7.66 (d...